This data is from the Open Reaction Database (ORD), a public repository of structured organic reaction records. The task is: describe an organic reaction: reactants, conditions, products, and yield Starting materials: [BH4-], CC(=O)O, CO, CC(C)(C)C(=O)C(=Cc1ccc(Cl)cc1)n1cncn1, [Na+]. Yields the product CC(C)(C)C(O)C(=Cc1ccc(Cl)cc1)n1cncn1. RXN SMILES: [BH4-:21].[CH3:23][C:24](=[O:25])[OH:26].[CH3:27][OH:28].[Cl:1][c:2]1[cH:3][cH:4][c:5]([CH:8]=[C:9]([C:10]([C:11]([CH3:12])([CH3:13])[CH3:14])=[O:15])[n:16]2[n:17][cH:18][n:19][cH:20]2)[cH:6][cH:7]1.[Na+:22]>>[Cl:1][c:2]1[cH:3][cH:4][c:5]([CH:8]=[C:9]([CH:10]([C:11]([CH3:12])([CH3:13])[CH3:14])[OH:15])[n:16]2[n:17][cH:18][n:19][cH:20]2)[cH:6][cH:7]1. Starting materials: C(C(C)(C)C)(=O)OCCl (chloromethyl pivalate), O(C1=CC=CC=C1)CC(=O)N[C@@H]1C(N(OC1)C1(OC(CC1)=O)C(=O)[O-])=O.[Na+] (sodium 2-[(4S)-4-phenoxyacetylamino-3-oxo- 2-isoxazolidinyl]-5-oxo-2-tetrahydrofurancarboxylate), O (Water). The solvent is CN(C)C=O (DMF). Yields the product O(C1=CC=CC=C1)CC(=O)N[C@@H]1C(N(OC1)C1(OC(CC1)=O)C(=O)OCOC(C(C)(C)C)=O)=O (pivaloyloxymethyl 2-[(4S)-4-phenoxyacetylamino-3-oxo-2-isoxazolidinyl]-5-oxo-2-tetrahydrofurancarboxylate). Reaction SMILES: [O:1]([CH2:8][C:9]([NH:11][C@H:12]1[CH2:16][O:15][N:14]([C:17]2([C:23]([O-:25])=[O:24])[CH2:21][CH2:20][C:19](=[O:22])[O:18]2)[C:13]1=[O:26])=[O:10])[C:2]1[CH:7]=[CH:6][CH:5]=[CH:4][CH:3]=1.[Na+].[C:28]([O:34][CH2:35]Cl)(=[O:33])[C:29]([CH3:32])([CH3:31])[CH3:30].O>CN(C=O)C>[O:1]([CH2:8][C:9]([NH:11][C@H:12]1[CH2:16][O:15][N:14]([C:17]2([C:23]([O:25][CH2:35][O:34][C:28](=[O:33])[C:29]([CH3:32])([CH3:31])[CH3:30])=[O:24])[CH2:21][CH2:20][C:19](=[O:22])[O:18]2)[C:13]1=[O:26])=[O:10])[C:2]1[CH:7]=[CH:6][CH:5]=[CH:4][CH:3]=1 |f:0.1|. Reported procedure: Compound (28b) was dissolved in DMF, and chloromethyl pivalate was added to the solution, followed by stirring. Water was added to the reaction solution, and the mixture was extracted with ethyl acetate. The extract was concentrated, and hexane was added to the residue. The mixture was subjected to decantation twice and to further decantation (twice) with petroleum benzine. The residue was dried through a vacuum pump to give the subject Compound (28c). The reactants are CC(=O)O[BH-](OC(C)=O)OC(C)=O, ClCCl, Cl, NC(=O)c1ccc(OC2CCNCC2)cc1, O=CCCc1ccccc1. Reaction SMILES: [C:28]([O:29][BH-:30]([O:31][C:32](=[O:33])[CH3:34])[O:35][C:36](=[O:37])[CH3:38])(=[O:39])[CH3:40].[Cl:41][CH2:42][Cl:43].[ClH:1].[NH:2]1[CH2:3][CH2:4][CH:5]([O:8][c:9]2[cH:10][cH:11][c:12]([C:13](=[O:14])[NH2:15])[cH:16][cH:17]2)[CH2:6][CH2:7]1.[c:18]1([CH2:24][CH2:25][CH:26]=[O:27])[cH:19][cH:20][cH:21][cH:22][cH:23]1>>[N:2]1([CH2:26][CH2:25][CH2:24][c:18]2[cH:19][cH:20][cH:21][cH:22][cH:23]2)[CH2:3][CH2:4][CH:5]([O:8][c:9]2[cH:10][cH:11][c:12]([C:13](=[O:14])[NH2:15])[cH:16][cH:17]2)[CH2:6][CH2:7]1. Yields the product NC(=O)c1ccc(OC2CCN(CCCc3ccccc3)CC2)cc1. Reactants: ClC1=C(C=CC(=C1C)Cl)[O-].[Na+] (sodium 2,4-dichloro-3-methylphenolate), BrC(C(=O)OCC)C (ethyl 2-bromopropionate). Solvent: C(C)O (ethanol). Product: ClC1=C(OC(C(=O)OCC)C)C=CC(=C1C)Cl (ethyl 2-(2,4-dichloro-3-methylphenoxy)propionate). Yield: 85.2%. Reaction SMILES: [Cl:1][C:2]1[C:7]([CH3:8])=[C:6]([Cl:9])[CH:5]=[CH:4][C:3]=1[O-:10].[Na+].Br[CH:13]([CH3:19])[C:14]([O:16][CH2:17][CH3:18])=[O:15]>C(O)C>[Cl:1][C:2]1[C:7]([CH3:8])=[C:6]([Cl:9])[CH:5]=[CH:4][C:3]=1[O:10][CH:13]([CH3:19])[C:14]([O:16][CH2:17][CH3:18])=[O:15] |f:0.1|. Procedure: In 100 ml of ethanol was dissolved 10.0 g. (0.05 mole) of sodium 2,4-dichloro-3-methylphenolate. With stirring at room temperature, 9.1 g (0.05 mole) of ethyl 2-bromopropionate was added. The mixture was heated under relfux for 4 hours. The ethanol was distilled off under reduced pressure, and the residue was extracted with 50 ml of diethyl ether. The ethereal layer was washed with 25 ml of a 5% aqueous solution of sodium hydroxide and 25 ml of water, and dried over anyhdrous magnesium sulfate. ... The reactants are FC(C1=NC(=NC=C1)NC=1C=C(C=CC1)C1=CN=C(S1)N1CCC(CC1)C(=O)OCC)(F)F (ethyl 1-[5-(3-{[4-(trifluoromethyl)pyrimidin-2-yl]amino}phenyl)-1,3-thiazol-2-yl]piperidine-4-carboxylate), [OH-].[Li+] (lithium hydroxide). Solvent: O1CCCC1 (tetrahydrofuran), CO (methanol), CC1OCCC1 (2-methyltetrahydrofuran). Run at temperature 90 celsius. Product: FC(C1=NC(=NC=C1)NC=1C=C(C=CC1)C1=CN=C(S1)N1CCC(CC1)C(=O)O)(F)F (1-[5-(3-{[4-(trifluoromethyl)pyrimidin-2-yl]amino}phenyl)-1,3-thiazol-2-yl]piperidine-4-carboxylic acid). RXN SMILES: [F:1][C:2]([F:33])([F:32])[C:3]1[CH:8]=[CH:7][N:6]=[C:5]([NH:9][C:10]2[CH:11]=[C:12]([C:16]3[S:20][C:19]([N:21]4[CH2:26][CH2:25][CH:24]([C:27]([O:29]CC)=[O:28])[CH2:23][CH2:22]4)=[N:18][CH:17]=3)[CH:13]=[CH:14][CH:15]=2)[N:4]=1.[OH-].[Li+]>O1CCCC1.CO.CC1CCCO1>[F:33][C:2]([F:1])([F:32])[C:3]1[CH:8]=[CH:7][N:6]=[C:5]([NH:9][C:10]2[CH:11]=[C:12]([C:16]3[S:20][C:19]([N:21]4[CH2:26][CH2:25][CH:24]([C:27]([OH:29])=[O:28])[CH2:23][CH2:22]4)=[N:18][CH:17]=3)[CH:13]=[CH:14][CH:15]=2)[N:4]=1 |f:1.2|. Reported procedure: To a solution of ethyl 1-[5-(3-{[4-(trifluoromethyl)pyrimidin-2-yl]amino}phenyl)-1,3-thiazol-2-yl]piperidine-4-carboxylate (22 mg, 0.046 mmol) in tetrahydrofuran (0.5 mL) and methanol (0.5 mL) was added 1M aqueous lithium hydroxide (0.5 mL, 0.5 mmol) and the mixture was heated to 90° C. for 90 minutes. The mixture was cooled to room temperature, diluted with 2-methyltetrahydrofuran (30 mL), and, washed with 1 N aqueous hydrochloric acid (30 mL) and brine (30 mL). The aqueous layers were further ... Starting materials: C(Cl)(Cl)Cl (Chloroform), aqueous solution, [OH-].[Na+] (sodium hydroxide), Cl (hydrochloric acid), C(C(C)C)OC1=C(C(=O)C=2C=CC(=C(C2)CCC(=O)OCC)OCC(C)C)C=C(C=C1)OCC(C)C (ethyl 3-[5-(2,5-diisobutoxybenzoyl)-2-isobutoxyphenyl]-propanoate). Solvent: O (water), C(C)O (ethanol). Run at time 30 minute. Yields the product C(C(C)C)OC1=C(C(=O)C=2C=CC(=C(C2)CCC(=O)O)OCC(C)C)C=C(C=C1)OCC(C)C (3-[5-(2,5-diisobutoxybenzoyl)-2-isobutoxyphenyl]-propanoic acid). Yield: 99.8%. Reaction SMILES: [CH2:1]([O:5][C:6]1[CH:31]=[CH:30][C:29]([O:32][CH2:33][CH:34]([CH3:36])[CH3:35])=[CH:28][C:7]=1[C:8]([C:10]1[CH:11]=[CH:12][C:13]([O:23][CH2:24][CH:25]([CH3:27])[CH3:26])=[C:14]([CH2:16][CH2:17][C:18]([O:20]CC)=[O:19])[CH:15]=1)=[O:9])[CH:2]([CH3:4])[CH3:3].[OH-].[Na+].C(Cl)(Cl)Cl.Cl>C(O)C.O>[CH2:1]([O:5][C:6]1[CH:31]=[CH:30][C:29]([O:32][CH2:33][CH:34]([CH3:36])[CH3:35])=[CH:28][C:7]=1[C:8]([C:10]1[CH:11]=[CH:12][C:13]([O:23][CH2:24][CH:25]([CH3:27])[CH3:26])=[C:14]([CH2:16][CH2:17][C:18]([OH:20])=[O:19])[CH:15]=1)=[O:9])[CH:2]([CH3:4])[CH3:3] |f:1.2|. Procedure: In 26 ml of ethanol is dissolved 5.2 g of ethyl 3-[5-(2,5-diisobutoxybenzoyl)-2-isobutoxyphenyl]-propanoate. After adding 6 ml of 5 mol/L aqueous solution of sodium hydroxide, the mixture is stirred at ambient temperature for 30 minutes. Chloroform and water are added to the reaction mixture, pH is adjusted to 2 with 6 mol/L hydrochloric acid, and the organic layer is separated. The organic layer is washed with water and saturated aqueous solution of sodium chloride successively, and the solvent... The reactants are C(CC=1C(C(=O)OC)=CC=CC1)(=O)OC (dimethyl homophthalate), N1=CC(=CC=C1)C=O (pyridine-3-carboxaldehyde). Yields the product C12=CC=CC=3C4=CC=NC=C4C=C(C13)C(=O)OC2=O (7-Azaphenanthrene-1,10-dicarboxylic Anhydride). As a reaction SMILES: [C:1]([O:14]C)(=[O:13])[CH2:2][C:3]1[C:4](=[CH:9][CH:10]=[CH:11][CH:12]=1)[C:5]([O:7]C)=O.[N:16]1[CH:21]=[CH:20][CH:19]=[C:18]([CH:22]=O)[CH:17]=1>>[C:4]12[C:5](=[O:7])[O:14][C:1](=[O:13])[C:2]3[C:3]1=[C:12]([C:19]1[C:18]([CH:22]=3)=[CH:17][N:16]=[CH:21][CH:20]=1)[CH:11]=[CH:10][CH:9]=2. Procedure: As described in example 14, the following compounds were prepared from dimethyl homophthalate and pyridine-3-carboxaldehyde: Starting materials: CC(C)(C)c1cc(CCC2(C3CCCC3)CC(=O)CC(=O)O2)ccc1O, Cc1cc(C)n2nc(C=O)nc2n1. Product: Cc1cc(C)n2nc(CC3=C(O)CC(CCc4ccc(O)c(C(C)(C)C)c4)(C4CCCC4)OC3=O)nc2n1. As a reaction SMILES: [C:1]([CH3:2])([CH3:3])([CH3:4])[c:5]1[cH:6][c:7]([CH2:12][CH2:13][C:14]2([CH:22]3[CH2:23][CH2:24][CH2:25][CH2:26]3)[CH2:15][C:16](=[O:21])[CH2:17][C:18](=[O:20])[O:19]2)[cH:8][cH:9][c:10]1[OH:11].[CH3:27][c:28]1[n:29][c:30]2[n:31]([c:32]([CH3:34])[cH:33]1)[n:35][c:36]([CH:38]=[O:39])[n:37]2>>[C:1]([CH3:2])([CH3:3])([CH3:4])[c:5]1[cH:6][c:7]([CH2:12][CH2:13][C:14]2([CH:22]3[CH2:23][CH2:24][CH2:25][CH2:26]3)[CH2:15][C:16]([OH:21])=[C:17]([CH2:38][c:36]3[n:35][n:31]4[c:30]([n:29][c:28]([CH3:27])[cH:33][c:32]4[CH3:34])[n:37]3)[C:18](=[O:20])[O:19]2)[cH:8][cH:9][c:10]1[OH:11]. Reaction SMILES: [CH3:40][OH:41].[Na+:39].[OH-:38].[OH:31][C:32]([C:33]([F:34])([F:35])[F:36])=[O:37].[n:1]1[c:2]([NH:7][c:8]2[c:9]([CH:14]=[CH:15][c:16]3[n:17][n:18]([CH:25]4[CH2:26][CH2:27][CH2:28][CH2:29][O:30]4)[c:19]4[cH:20][cH:21][cH:22][cH:23][c:24]34)[cH:10][cH:11][cH:12][cH:13]2)[cH:3][cH:4][cH:5][cH:6]1>>[n:1]1[c:2]([NH:7][c:8]2[c:9]([CH:14]=[CH:15][c:16]3[n:17][nH:18][c:19]4[cH:20][cH:21][cH:22][cH:23][c:24]34)[cH:10][cH:11][cH:12][cH:13]2)[cH:3][cH:4][cH:5][cH:6]1. Product: C(=Cc1n[nH]c2ccccc12)c1ccccc1Nc1ccccn1. Reactants: CO, [Na+], [OH-], O=C(O)C(F)(F)F, C(=Cc1nn(C2CCCCO2)c2ccccc12)c1ccccc1Nc1ccccn1. Reactants: C(C1=CC=CC=C1)N(CCNC1=C(C=CC=C1)OC)CC1=CC=CC=C1 (N,N-dibenzyl-N'-(2-methoxyphenyl)-ethylenediamine), C([O-])([O-])=O.[Na+].[Na+] (sodium carbonate), ClCC(=O)Cl (chloroacetylchloride), O (Water). Solvent: C(Cl)Cl (methylene chloride), C(Cl)Cl (methylene chloride). Reaction conditions: time 1 hour. Yields the product C(C1=CC=CC=C1)N1CC(N(CC1)C1=C(C=CC=C1)OC)=O (4-benzyl-1-(2-methoxyphenyl)-2-piperazinone). Isolated yield 59.5%. As a reaction SMILES: [CH2:1]([N:8]([CH2:20][C:21]1[CH:26]=[CH:25][CH:24]=[CH:23][CH:22]=1)[CH2:9][CH2:10][NH:11][C:12]1[CH:17]=[CH:16][CH:15]=[CH:14][C:13]=1[O:18][CH3:19])[C:2]1C=CC=CC=1.C(=O)([O-])[O-:28].[Na+].[Na+].ClCC(Cl)=O.O>C(Cl)Cl>[CH2:20]([N:8]1[CH2:9][CH2:10][N:11]([C:12]2[CH:17]=[CH:16][CH:15]=[CH:14][C:13]=2[O:18][CH3:19])[C:2](=[O:28])[CH2:1]1)[C:21]1[CH:22]=[CH:23][CH:24]=[CH:25][CH:26]=1 |f:1.2.3|. Procedure: To a stirred solution of 21.6 g of N,N-dibenzyl-N'-(2-methoxyphenyl)-ethylenediamine in 400 ml methylene chloride was added 12.9 g of sodium carbonate. To this mixture, a solution of 8.42 g of chloroacetylchloride in 100 ml methylene chloride was added dropwise over 30 minutes and stirred for 1 hour. Water (500 ml) was added, the organic phase separated, washed with water, dried over magnesium sulfate and evaporated under reduced pressure. The resulting residue (27.9 g) in a flask was immersed i...